From a dataset of the Open Reaction Database (ORD), a public repository of structured organic reaction records. describe an organic reaction: reactants, conditions, products, and yield The reactants are C(C=O)(=O)OCC (ethyl glyoxylate), C(C=C)(=O)OCCN(CC)CC (N,N-diethylaminoethyl acrylate), C1CN2CCN1CC2 (DABCO), O1CCOCC1 (dioxane). The product is OC(OC(=O)CC(C(=O)OCCN(CC)CC)=C)C (diethylaminoethyl 2-(1-hydroxycarbethoxymethyl)-acrylate). Isolated yield 54.0%. RXN SMILES: [C:1]([O:5][CH2:6][CH3:7])(=[O:4])[CH:2]=O.[C:8]([O:12][CH2:13][CH2:14][N:15]([CH2:18][CH3:19])[CH2:16][CH3:17])(=[O:11])[CH:9]=[CH2:10].C1N2CCN(CC2)C1.[O:28]1CCOCC1>>[OH:4][CH:1]([CH3:2])[O:5][C:6]([CH2:7][C:9](=[CH2:10])[C:8]([O:12][CH2:13][CH2:14][N:15]([CH2:18][CH3:19])[CH2:16][CH3:17])=[O:11])=[O:28]. Procedure: 51 g (0.5 mole) of ethyl glyoxylate, 85.5 g (0.5 mole) of N,N-diethylaminoethyl acrylate and 5 g (62.5 millimoles) of DABCO in 100 ml of absolute dioxane are reacted by a method similar to that described in Example 6. 74 g (54% of theory) of diethylaminoethyl 2-(1-hydroxycarbethoxymethyl)-acrylate are obtained. The reactants are FC1=CC=C(C=C1)C1=NOC(=C1COC=1C=CC(=NC1)C(=O)O)CO (5-[3-(4-fluoro-phenyl)-5-hydroxymethyl-isoxazol-4-ylmethoxy]-pyridine-2-carboxylic acid), O.ON1N=NC2=C1C=CC=C2 (1-hydroxy-benzotriazole hydrate), C(C)N(C(C)C)C(C)C (N-ethyldiisopropylamine), Cl.CN(CCCN=C=NCC)C (N-(3-dimethylaminopropyl)-N′-ethylcarbodiimide hydrochloride), C[C@@H](CN)O (S-(+)-1-amino-2-propanol). Run in C1CCOC1 (THF). Reaction conditions: time 8 hour. Product: OC[C@H](CC)NC(=O)C1=NC=C(C=C1)OCC=1C(=NOC1CO)C1=CC=C(C=C1)F (5-[3-(4-Fluoro-phenyl)-5-hydroxymethyl-isoxazol-4-ylmethoxy]-pyridine-2-carboxylic acid ((S)-1-hydroxymethyl-propyl)-amide). Isolated yield 54.7%. Reaction SMILES: [F:1][C:2]1[CH:7]=[CH:6][C:5]([C:8]2[C:12]([CH2:13][O:14][C:15]3[CH:16]=[CH:17][C:18]([C:21](O)=[O:22])=[N:19][CH:20]=3)=[C:11]([CH2:24][OH:25])[O:10][N:9]=2)=[CH:4][CH:3]=1.O.ON1[C:32]2C=C[CH:35]=[CH:36][C:31]=2[N:30]=N1.C(N(C(C)C)C(C)C)C.Cl.CN(C)CCCN=C=NCC.C[C@H]([OH:62])CN>C1COCC1>[OH:62][CH2:32][C@@H:31]([NH:30][C:21]([C:18]1[CH:17]=[CH:16][C:15]([O:14][CH2:13][C:12]2[C:8]([C:5]3[CH:6]=[CH:7][C:2]([F:1])=[CH:3][CH:4]=3)=[N:9][O:10][C:11]=2[CH2:24][OH:25])=[CH:20][N:19]=1)=[O:22])[CH2:36][CH3:35] |f:1.2,4.5|. Procedure: To a solution of 5-[3-(4-fluoro-phenyl)-5-hydroxymethyl-isoxazol-4-ylmethoxy]-pyridine-2-carboxylic acid (75 mg, 0.22 mmol) in THF (2 mL) was added 1-hydroxy-benzotriazole hydrate (34.1 mg, 0.22 mmol), N-ethyldiisopropylamine (95.2 μL, 0.55 mmol), N-(3-dimethylaminopropyl)-N′-ethylcarbodiimide hydrochloride (42.6 mg, 0.22 mmol) and S-(+)-1-amino-2-propanol (16.7 mg, 0.22 mmol). The reaction mixture was stirred overnight at room temperature. Evaporation of the mixture followed by chromatography (... Reactants: BrC1=CC=C(O1)C(C)N1CCOCC1 (4-[1-(5-bromo-furan-2-yl)-ethyl]-morpholine), C(=O)(O)CC1=CC=C(C=C1)B(O)O (4-carboxymethylphenylboronic acid), C(=O)([O-])[O-].[Na+].[Na+] (Na2CO3). Reagents/catalysts: C=1C=CC(=CC1)[P](C=2C=CC=CC2)(C=3C=CC=CC3)[Pd]([P](C=4C=CC=CC4)(C=5C=CC=CC5)C=6C=CC=CC6)([P](C=7C=CC=CC7)(C=8C=CC=CC8)C=9C=CC=CC9)[P](C=1C=CC=CC1)(C=1C=CC=CC1)C=1C=CC=CC1 (Pd(PPh3)4). Run in CCO (EtOH), C1(=CC=CC=C1)C (toluene). Reaction conditions: temperature 70 celsius, time 17 hour. Yields the product N1(CCOCC1)C(C)C1=CC=C(O1)C1=CC=C(C(=O)O)C=C1 (4-[5-(1-Morpholin-4-yl-ethyl)-furan-2-yl]-benzoic acid). Reaction SMILES: Br[C:2]1[O:6][C:5]([CH:7]([N:9]2[CH2:14][CH2:13][O:12][CH2:11][CH2:10]2)[CH3:8])=[CH:4][CH:3]=1.C(C[C:19]1[CH:24]=[CH:23][C:22](B(O)O)=[CH:21][CH:20]=1)(O)=O.[C:28]([O-:31])([O-])=[O:29].[Na+].[Na+]>C1(C)C=CC=CC=1.CCO.C1C=CC([P]([Pd]([P](C2C=CC=CC=2)(C2C=CC=CC=2)C2C=CC=CC=2)([P](C2C=CC=CC=2)(C2C=CC=CC=2)C2C=CC=CC=2)[P](C2C=CC=CC=2)(C2C=CC=CC=2)C2C=CC=CC=2)(C2C=CC=CC=2)C2C=CC=CC=2)=CC=1>[N:9]1([CH:7]([C:5]2[O:6][C:2]([C:19]3[CH:24]=[CH:23][C:22]([C:28]([OH:31])=[O:29])=[CH:21][CH:20]=3)=[CH:3][CH:4]=2)[CH3:8])[CH2:14][CH2:13][O:12][CH2:11][CH2:10]1 |f:2.3.4,^1:47,49,68,87|. Procedure details: 4-[1-(5-bromo-furan-2-yl)-ethyl]-morpholine (0.54 mmol) was taken up in 7 ml toluene and 4-carboxymethylphenylboronic acid (0.54 mmol) was added as a solution in 0.7 ml of EtOH. 12 mi of 2M aqueous Na2CO3 solution was added, followed by Pd(PPh3)4 (0.054 mmol). Reaction was stirred at 70° C. for 17 h under a nitrogen atmosphere and then cooled to room temperature and extracted with DCM (×2). Combined organic layers were washed with brine, concentrated in vacuo and the residue purified by flash ch... The reactants are oil, C1=CC=C2CCCN3C2=C1[C@H]1[C@@H]3CCNC1 ((7aS,11aR)-5,6,7a,8,9,10,11,11a-octahydro-4H-pyrido[3′,4′:4,5]pyrrolo[3,2,1-ij]quinoline), NC1=C(C=CC(=C1)F)C(CCCCl)=O (1-(2-amino-4-fluorophenyl)-4-chloro-1-butanone). Yields the product C1=CC=C2CCCN3C2=C1[C@H]1[C@@H]3CCN(C1)CCCC(=O)C1=C(C=C(C=C1)F)N (4-((7aS,11aR)-5,6,8,9,11,11a-hexahydro-4H-pyrido[3′,4′:4,5]pyrrolo[3,2,1-ij]quinolin-10(7aH)-yl)-1-(2-amino-4-fluorophenyl)-1-butanone). RXN SMILES: [CH:1]1[C:10]2[C@@H:11]3[CH2:16][NH:15][CH2:14][CH2:13][C@@H:12]3[N:8]3[C:9]=2[C:4]([CH2:5][CH2:6][CH2:7]3)=[CH:3][CH:2]=1.[NH2:17][C:18]1[CH:23]=[C:22]([F:24])[CH:21]=[CH:20][C:19]=1[C:25](=[O:30])[CH2:26][CH2:27][CH2:28]Cl>>[CH:1]1[C:10]2[C@@H:11]3[CH2:16][N:15]([CH2:28][CH2:27][CH2:26][C:25]([C:19]4[CH:20]=[CH:21][C:22]([F:24])=[CH:23][C:18]=4[NH2:17])=[O:30])[CH2:14][CH2:13][C@@H:12]3[N:8]3[C:9]=2[C:4]([CH2:5][CH2:6][CH2:7]3)=[CH:3][CH:2]=1. Procedure: The title compound was prepared by the method of Example 402 as a yellow oil (35 mg, 20%) from (7aS,11aR)-5,6,7a,8,9,10,11,11a-octahydro-4H-pyrido[3′,4′:4,5]pyrrolo[3,2,1-ij]quinoline (100 mg, 0.47 mmol) and 1-(2-amino-4-fluorophenyl)-4-chloro-1-butanone (202 mg, 0.93 mmol). The title compound was spectroscopically identical to Example 415. Reactants: C[Si](C)(C)CCOCn1ccc2c(-c3cnn(C(CC#N)=C4CCCC4)c3)ncnc21, ClCCl, O=C(O)C(F)(F)F. Product: N#CCC(=C1CCCC1)n1cc(-c2ncnc3[nH]ccc23)cn1. As a reaction SMILES: [C:1]1(=[C:6]([CH2:7][C:8]#[N:9])[n:10]2[n:11][cH:12][c:13](-[c:15]3[c:16]4[c:17]([n:18][cH:19][n:20]3)[n:21]([CH2:24][O:25][CH2:26][CH2:27][Si:28]([CH3:29])([CH3:30])[CH3:31])[cH:22][cH:23]4)[cH:14]2)[CH2:2][CH2:3][CH2:4][CH2:5]1.[Cl:32][CH2:33][Cl:34].[F:35][C:36]([F:37])([F:38])[C:39]([OH:40])=[O:41]>>[C:1]1(=[C:6]([CH2:7][C:8]#[N:9])[n:10]2[n:11][cH:12][c:13](-[c:15]3[c:16]4[c:17]([n:18][cH:19][n:20]3)[nH:21][cH:22][cH:23]4)[cH:14]2)[CH2:2][CH2:3][CH2:4][CH2:5]1. The reactants are ZrO2, CO (MeOH), CO (MeOH), sulfonic acid, C(CCCCCCCCCCCCCCC)(=O)O (palmitic acid). Yields the product C(CCCCCCCCCCCCCCC)(=O)OC (Methyl palmitate). RXN SMILES: [C:1]([OH:18])(=[O:17])[CH2:2][CH2:3][CH2:4][CH2:5][CH2:6][CH2:7][CH2:8][CH2:9][CH2:10][CH2:11][CH2:12][CH2:13][CH2:14][CH2:15][CH3:16].[CH3:19]O>>[C:1]([O:18][CH3:19])(=[O:17])[CH2:2][CH2:3][CH2:4][CH2:5][CH2:6][CH2:7][CH2:8][CH2:9][CH2:10][CH2:11][CH2:12][CH2:13][CH2:14][CH2:15][CH3:16]. Procedure details: The ZrO2 materials functionalized with sulfonic acid and phenolsulfonic acid groups were used as the solid acid catalysts in the liquid phase esterifications of palmitic acid (PA) with MeOH. The reactions were carried out at the reflux temperature of MeOH. Methyl palmitate was obtained as the only product in the present reaction condition based on the GC and GC-MS analyses. The esterification of palmitic acid (PA) with MeOH was carried out at 60° C. in order to totally dissolve PA in the reactio... Reactants: CC1=NN(C(=C1)C(F)(F)F)C1=CC=C(C=C1)O (4-(3-Methyl-5-trifluoromethyl-pyrazol-1-yl)-phenol), Cl.ClCCN1CCCCC1 (1-(2-chloroethyl)piperidine hydrochloride). Product: CC1=NN(C(=C1)C(F)(F)F)C1=CC=C(OCCN2CCCCC2)C=C1 (1-{2-[4-(3-Methyl-5-trifluoromethyl-pyrazol-1-yl)-phenoxy]-ethyl}-piperidine). The yield is 55.0%. As a reaction SMILES: [CH3:1][C:2]1[CH:6]=[C:5]([C:7]([F:10])([F:9])[F:8])[N:4]([C:11]2[CH:16]=[CH:15][C:14]([OH:17])=[CH:13][CH:12]=2)[N:3]=1.Cl.Cl[CH2:20][CH2:21][N:22]1[CH2:27][CH2:26][CH2:25][CH2:24][CH2:23]1>>[CH3:1][C:2]1[CH:6]=[C:5]([C:7]([F:8])([F:10])[F:9])[N:4]([C:11]2[CH:16]=[CH:15][C:14]([O:17][CH2:20][CH2:21][N:22]3[CH2:27][CH2:26][CH2:25][CH2:24][CH2:23]3)=[CH:13][CH:12]=2)[N:3]=1 |f:1.2|. Procedure details: The title compound was prepared from 4-(3-Methyl-5-trifluoromethyl-pyrazol-1-yl)-phenol (0.1 g, 0.42 mmol) and 1-(2-chloroethyl)piperidine hydrochloride (0.16 g, 0.88 mmol) using the general procedure C with a yield of 55% (80 mg); 1H NMR (400 MHz, CDCl3) 7.33 (d, J=9.2 Hz, 2H), 6.98 (d, J=9.2 Hz, 2H), 6.43 (s, 1H), 4.15 (t, J=12, 6 Hz, 2H), 2.78 (t, J=12, 6 Hz, 2H), 2.53 (br, 4H), 1.61-1.47 (m, 6H); LC/MS (ESI): 94%. Product: C(C)C=1C=C(C=C2C(CCC(C12)=O)(C)C)O (8-Ethyl-6-hydroxy-4,4-dimethyl-3,4-dihydro-2H-naphthalen-1-one). Yield: 79.4%. The solvent is C(C)(=O)OCC (ethyl acetate), CS(=O)C (dimethylsulfoxide), CCCCCC (hexane). Reported procedure: A solution of 8-ethyl-4,4-dimethyl-6-methoxy-3,4-dihydro-2H-naphthalen-1-one (Intermediate 176, 1.1 g, 4.73 mmol) and sodium cyanide (1.6 g, 33 mmol) in anhydrous dimethylsulfoxide (20 mL) was heated at 210° C. overnight under argon. The reaction mixture was then cooled to ambient temperature, poured into ice and acidified (Caution! Hydrogen cyanide evolution!) using 10% hydrochloric acid and extracted with ethyl acetate. The combined organic extract was washed with brine (×1), dried over anhydr... Starting materials: C#N (Hydrogen cyanide), C(C)C=1C=C(C=C2C(CCC(C12)=O)(C)C)OC (8-ethyl-4,4-dimethyl-6-methoxy-3,4-dihydro-2H-naphthalen-1-one), C(C)C=1C=C(C=C2C(CCC(C12)=O)(C)C)OC (8-ethyl-4,4-dimethyl-6-methoxy-3,4-dihydro-2H-naphthalen-1-one), [C-]#N.[Na+] (sodium cyanide), Cl (hydrochloric acid). As a reaction SMILES: [CH2:1]([C:3]1[CH:4]=[C:5]([O:16]C)[CH:6]=[C:7]2[C:12]=1[C:11](=[O:13])[CH2:10][CH2:9][C:8]2([CH3:15])[CH3:14])[CH3:2].[C-]#N.[Na+].C#N.Cl>CS(C)=O.CCCCCC.C(OCC)(=O)C>[CH2:1]([C:3]1[CH:4]=[C:5]([OH:16])[CH:6]=[C:7]2[C:12]=1[C:11](=[O:13])[CH2:10][CH2:9][C:8]2([CH3:15])[CH3:14])[CH3:2] |f:1.2|. The reactants are OCCc1ccc(C2CCCCCC2)cc1, O, O=S(Cl)Cl, c1ccncc1. The product is ClCCc1ccc(C2CCCCCC2)cc1. As a reaction SMILES: [CH:1]1([c:8]2[cH:9][cH:10][c:11]([CH2:14][CH2:15][OH:16])[cH:12][cH:13]2)[CH2:2][CH2:3][CH2:4][CH2:5][CH2:6][CH2:7]1.[OH2:27].[S:23]([Cl:24])([Cl:25])=[O:26].[cH:17]1[cH:18][cH:19][n:20][cH:21][cH:22]1>>[CH:1]1([c:8]2[cH:9][cH:10][c:11]([CH2:14][CH2:15][Cl:25])[cH:12][cH:13]2)[CH2:2][CH2:3][CH2:4][CH2:5][CH2:6][CH2:7]1. Reactants: NC=1C(=NC(=CN1)C1=C2C=CC=NC2=CC=C1)N[C@@H](CO)C1=CC=CC=C1 ((R)-2-(3-Amino-6-(quinolin-5-yl)pyrazin-2-ylamino)-2-phenylethanol), NC=1C(=NC(=CN1)Br)N[C@@H](CO)C1=CC=CC=C1 ((R)-2-(3-Amino-6-bromopyrazin-2-ylamino)-2-phenylethanol), N1=CC=CC=2C(=CC=CC12)B(O)O (quinoline-5-boronic acid), C([O-])([O-])=O.[K+].[K+] (potassium carbonate). Reagents/catalysts: [Pd].C1(=CC=CC=C1)P(C1=CC=CC=C1)C1=CC=CC=C1.C1(=CC=CC=C1)P(C1=CC=CC=C1)C1=CC=CC=C1.C1(=CC=CC=C1)P(C1=CC=CC=C1)C1=CC=CC=C1.C1(=CC=CC=C1)P(C1=CC=CC=C1)C1=CC=CC=C1 (tetrakis(triphenylphosphine)-palladium). The solvent is CN(C=O)C (dimethylformamide), O (water). Product: OC[C@@H](C1=CC=CC=C1)N1C(NC=2C1=NC(=CN2)C2=C1C=CC=NC1=CC=C2)=O ((R)-1-(2-HYDROXY-1-PHENYLETHYL)-6-(QUINOLIN-5-YL)-1H-IMIDAZO[4,5-B]PYRAZIN-2(3H)-ONE). The yield is 67.0%. Reaction SMILES: [NH2:1][C:2]1[C:3]([NH:18][C@H:19]([C:22]2[CH:27]=[CH:26][CH:25]=[CH:24][CH:23]=2)[CH2:20][OH:21])=[N:4][C:5]([C:8]2[CH:17]=[CH:16][CH:15]=[C:14]3[C:9]=2[CH:10]=[CH:11][CH:12]=[N:13]3)=[CH:6][N:7]=1.NC1C(N[C@H](C2C=CC=CC=2)[CH2:38][OH:39])=NC(Br)=CN=1.N1C2C=CC=C(B(O)O)C=2C=CC=1.C(=O)([O-])[O-].[K+].[K+]>[Pd].C1(P(C2C=CC=CC=2)C2C=CC=CC=2)C=CC=CC=1.C1(P(C2C=CC=CC=2)C2C=CC=CC=2)C=CC=CC=1.C1(P(C2C=CC=CC=2)C2C=CC=CC=2)C=CC=CC=1.C1(P(C2C=CC=CC=2)C2C=CC=CC=2)C=CC=CC=1.CN(C)C=O.O>[OH:21][CH2:20][C@H:19]([N:18]1[C:3]2=[N:4][C:5]([C:8]3[CH:17]=[CH:16][CH:15]=[C:14]4[C:9]=3[CH:10]=[CH:11][CH:12]=[N:13]4)=[CH:6][N:7]=[C:2]2[NH:1][C:38]1=[O:39])[C:22]1[CH:27]=[CH:26][CH:25]=[CH:24][CH:23]=1 |f:3.4.5,6.7.8.9.10|. Reported procedure: (R)-2-(3-Amino-6-(quinolin-5-yl)pyrazin-2-ylamino)-2-phenylethanol. (R)-2-(3-Amino-6-bromopyrazin-2-ylamino)-2-phenylethanol (0.700 g, 2.26 mmol), quinoline-5-boronic acid (0.431 g, 2.48 mmol), tetrakis(triphenylphosphine)-palladium (0.287 g, 0.226 mmol), potassium carbonate (1.24 g, 9.04 mmol), water (8 mL) and dimethylformamide (35 mL) were reacted according to General Procedure B. The crude material was purified via Biotage silica gel chromatography (40-100% ethyl acetate/hexanes, 40S column)...